Dataset: the Open Reaction Database (ORD), a public repository of structured organic reaction records. Task: describe an organic reaction: reactants, conditions, products, and yield Starting materials: C1CCOC1, O=C1CCCCN1CCl, [K], O=C(O)c1[nH]c2ccccc2c1Nc1ccncc1. Product: O=C(OCN1CCCCC1=O)c1[nH]c2ccccc2c1Nc1ccncc1. RXN SMILES: [CH2:30]1[O:31][CH2:32][CH2:33][CH2:34]1.[Cl:21][CH2:22][N:23]1[C:24](=[O:29])[CH2:25][CH2:26][CH2:27][CH2:28]1.[K:1].[n:2]1[cH:3][cH:4][c:5]([NH:8][c:9]2[c:10]([C:18](=[O:19])[OH:20])[nH:11][c:12]3[cH:13][cH:14][cH:15][cH:16][c:17]23)[cH:6][cH:7]1>>[n:2]1[cH:3][cH:4][c:5]([NH:8][c:9]2[c:10]([C:18]([O:19][CH2:22][N:23]3[C:24](=[O:29])[CH2:25][CH2:26][CH2:27][CH2:28]3)=[O:20])[nH:11][c:12]3[cH:13][cH:14][cH:15][cH:16][c:17]23)[cH:6][cH:7]1. Starting materials: COC(CN1CCC(CC1)(CCC1=CC=CC=C1)CNC(=NC(=O)C1=NC(=C(N=C1N)N)Cl)N)=O ({4-[N′-(3,5-diamino-6-chloro-pyrazine-2-carbonyl)-guanidinomethyl]-4-phenethyl-piperidin-1-yl}-acetic acid methyl ester), Cl (HCl). The solvent is CO (methanol), [OH-].[Na+] (NaOH). Conditions: temperature 50 celsius, time 1 hour. Product: NC=1C(=NC(=C(N1)N)Cl)C(=O)N=C(NCC1(CCN(CC1)CC(=O)O)CCC1=CC=CC=C1)N ((4-(N′-(3,5-Diamino-6-chloro-pyrazine-2-carbonyl)-guanidinomethyl]-4-phenethyl-piperidin-1-yl)acetic acid). Reaction SMILES: C[O:2][C:3](=[O:35])[CH2:4][N:5]1[CH2:10][CH2:9][C:8]([CH2:19][NH:20][C:21]([NH2:34])=[N:22][C:23]([C:25]2[C:30]([NH2:31])=[N:29][C:28]([NH2:32])=[C:27]([Cl:33])[N:26]=2)=[O:24])([CH2:11][CH2:12][C:13]2[CH:18]=[CH:17][CH:16]=[CH:15][CH:14]=2)[CH2:7][CH2:6]1.Cl>CO.[OH-].[Na+]>[NH2:31][C:30]1[C:25]([C:23]([N:22]=[C:21]([NH2:34])[NH:20][CH2:19][C:8]2([CH2:11][CH2:12][C:13]3[CH:14]=[CH:15][CH:16]=[CH:17][CH:18]=3)[CH2:7][CH2:6][N:5]([CH2:4][C:3]([OH:35])=[O:2])[CH2:10][CH2:9]2)=[O:24])=[N:26][C:27]([Cl:33])=[C:28]([NH2:32])[N:29]=1 |f:3.4|. Reported procedure: A mixture of 145 mg (0.23 mmol) {4-[N′-(3,5-diamino-6-chloro-pyrazine-2-carbonyl)-guanidinomethyl]-4-phenethyl-piperidin-1-yl}-acetic acid methyl ester (Example 1.16) in 5 ml methanol and 235 μl 4 N NaOH is stirred at 50° C. for 1 hour. Then the solution is acidified with 470 μl 4 N HCl and concentrated under reduced pressure. The residue is purified by preparative reverse phase HPLC (gradient of acetonitrile and water+0.2% trifluoroacetic acid, 25° C.). Fractions containing the title compound w... Conditions: time 16 hour. The reactants are COC(CSC1=CN=C(S1)NC(=O)N(C1CCC(CC1)C)CC(C1=CC=CC=C1)(F)F)=O ({2-[3-(2,2-difluoro-2-phenyl-ethyl)-3-(4-methyl-cyclohexyl)-ureido]-thiazol-5-ylsulfanyl}-acetic acid methyl ester), O[Li].O (LiOH.H2O). Reaction SMILES: C[O:2][C:3](=[O:32])[CH2:4][S:5][C:6]1[S:10][C:9]([NH:11][C:12]([N:14]([CH2:22][C:23]([F:31])([F:30])[C:24]2[CH:29]=[CH:28][CH:27]=[CH:26][CH:25]=2)[CH:15]2[CH2:20][CH2:19][CH:18]([CH3:21])[CH2:17][CH2:16]2)=[O:13])=[N:8][CH:7]=1.O[Li].O>C1COCC1.O>[F:31][C:23]([F:30])([C:24]1[CH:29]=[CH:28][CH:27]=[CH:26][CH:25]=1)[CH2:22][N:14]([C@H:15]1[CH2:16][CH2:17][C@H:18]([CH3:21])[CH2:19][CH2:20]1)[C:12](=[O:13])[NH:11][C:9]1[S:10][C:6]([S:5][CH2:4][C:3]([OH:32])=[O:2])=[CH:7][N:8]=1 |f:1.2|. Product: FC(CN(C(NC=1SC(=CN1)SCC(=O)O)=O)[C@@H]1CC[C@H](CC1)C)(C1=CC=CC=C1)F ({2-[3-(2,2-difluoro-2-phenyl-ethyl)-3-(trans-4-methyl-cyclohexyl)-ureido]-thiazol-5-ylsulfanyl}-acetic acid). Reported procedure: To a solution of {2-[3-(2,2-difluoro-2-phenyl-ethyl)-3-(4-methyl-cyclohexyl)-ureido]-thiazol-5-ylsulfanyl}-acetic acid methyl ester (350 mg, 0.725 mmol) in THF (50 mL) was added LiOH.H2O (183 mg, 4.35 mmol) in water (3 mL) at RT. The mixture was stirred at RT for 16 h. Water was added and the mixture was extracted with dichloromethane. The organic layer was collected, dried over anhydrous sodium sulfate. The solvent was removed at reduced pressure and the residue was purified by preparative HPLC... Solvent: C1CCOC1 (THF), O (water), O (Water). Product: NC1=C(C=C(C=N1)C1=CC=C(C=C1)NC(C)=O)OCC1=C(C=CC=C1Cl)Cl (N-{4-[6-amino-5-(2,6-dichloro-benzyloxy)-pyridin-3-yl]-phenyl}-acetamide). Starting materials: NC1=CC=C(C=C1)C=1C=C(C(=NC1)N)OCC1=C(C=CC=C1Cl)Cl (5-(4-amino-phenyl)-3-(2,6-dichloro-benzyloxy)-pyridin-2-ylamine), N1=CC=CC=C1 (pyridine), C(C)(=O)OC(C)=O (acetic anhydride). Procedure details: To a solution of 5-(4-amino-phenyl)-3-(2,6-dichloro-benzyloxy)-pyridin-2-ylamine (100 mg, 0.28 mmol) in acetonitrite (3 mL) at 0° C., was added pyridine (0.035 mL, 1.5 eq.) and acetic anhydride (0.03 mL, 0.28 mmol). The mixture was stirred at room temperature over night, and the precipitate was filtered to provide N-{4-[6-amino-5-(2,6-dichloro-benzyloxy)-pyridin-3-yl]-phenyl}-acetamide as a white solid. As a reaction SMILES: [NH2:1][C:2]1[CH:7]=[CH:6][C:5]([C:8]2[CH:9]=[C:10]([O:15][CH2:16][C:17]3[C:22]([Cl:23])=[CH:21][CH:20]=[CH:19][C:18]=3[Cl:24])[C:11]([NH2:14])=[N:12][CH:13]=2)=[CH:4][CH:3]=1.N1C=CC=CC=1.[C:31](OC(=O)C)(=[O:33])[CH3:32]>>[NH2:14][C:11]1[N:12]=[CH:13][C:8]([C:5]2[CH:6]=[CH:7][C:2]([NH:1][C:31](=[O:33])[CH3:32])=[CH:3][CH:4]=2)=[CH:9][C:10]=1[O:15][CH2:16][C:17]1[C:22]([Cl:23])=[CH:21][CH:20]=[CH:19][C:18]=1[Cl:24]. Reactants: FC=1C=C(N)C=CC1CC1=C2C(=NC=C1)NC=C2 (3-fluoro-4-(1H-pyrrolo[2,3-b]pyridin-4-ylmethyl)aniline), CN(C)C=O (DMF), ClC1=NC(=NC(=C1)Cl)N (4,6-dichloropyrimidine-2-amine), [OH-].[Na+] (sodium hydroxide). Solvent: O (water), Cl (hydrochloric acid). Yields the product ClC1=CC(=NC(=N1)NC1=CC(=C(C=C1)CC1=C2C(=NC=C1)NC=C2)F)N (6-Chloro-N-[3-fluoro-4-(1H-pyrrolo[2,3-b]pyridin-4-ylmethyl)phenyl]pyrimidine-2,4-diamine). RXN SMILES: [F:1][C:2]1[CH:3]=[C:4]([CH:6]=[CH:7][C:8]=1[CH2:9][C:10]1[CH:15]=[CH:14][N:13]=[C:12]2[NH:16][CH:17]=[CH:18][C:11]=12)[NH2:5].[Cl:19][C:20]1[CH:25]=[C:24](Cl)[N:23]=[C:22](N)[N:21]=1.[OH-].[Na+].C[N:31](C=O)C>O.Cl>[Cl:19][C:20]1[N:21]=[C:22]([NH:5][C:4]2[CH:6]=[CH:7][C:8]([CH2:9][C:10]3[CH:15]=[CH:14][N:13]=[C:12]4[NH:16][CH:17]=[CH:18][C:11]=34)=[C:2]([F:1])[CH:3]=2)[N:23]=[C:24]([NH2:31])[CH:25]=1 |f:2.3|. Reported procedure: 40 mg (0.15 mmol) of 3-fluoro-4-(1H-pyrrolo[2,3-b]pyridin-4-ylmethyl)aniline and 29 mg (0.18 mmol) of 4,6-dichloropyrimidine-2-amine are suspended in 2 ml of water and 0.11 ml of 2N hydrochloric acid. The reaction mixture is heated at reflux for 15 hours. After cooling, the mixture is made alkaline using dilute aqueous sodium hydroxide solution, a little DMF is added and the mixture is extracted with ethyl acetate. The extract is dried over sodium sulfate and the solvent is removed under reduced... Reactants: FC1=C(C=C(C=O)C=C1)OC (4-fluoro-3-methoxybenzaldehyde), CC=1N=CNC1 (4-methylimidazole), C([O-])([O-])=O.[K+].[K+] (potassium carbonate). Solvent: CN(C)C=O (DMF). Reaction conditions: temperature 100 celsius, time 8 hour. Product: COC=1C=C(C=O)C=CC1N1C=NC=C1C (3-methoxy-4-(5-methyl-1H-imidazol-1-yl)benzaldehyde). Isolated yield 1.0%. RXN SMILES: F[C:2]1[CH:9]=[CH:8][C:5]([CH:6]=[O:7])=[CH:4][C:3]=1[O:10][CH3:11].[CH3:12][C:13]1[N:14]=[CH:15][NH:16][CH:17]=1.C(=O)([O-])[O-].[K+].[K+]>CN(C=O)C>[CH3:11][O:10][C:3]1[CH:4]=[C:5]([CH:8]=[CH:9][C:2]=1[N:14]1[C:13]([CH3:12])=[CH:17][N:16]=[CH:15]1)[CH:6]=[O:7] |f:2.3.4|. Procedure: To a DMF (50 mL) solution of 4-fluoro-3-methoxybenzaldehyde (3.00 g) and 4-methylimidazole (3.307 g), potassium carbonate (4.05 g) was added and the reaction mixture was agitated at 100° C. overnight. The obtained reaction mixture was concentrated under reduced pressure, water and ethyl acetate were added to the residue, and the organic layer was partitioned. The organic layer was washed with a saturated saline solution, dried over anhydrous magnesium sulfate, and concentrated under reduced pres... Starting materials: ClC1=CC=C(OCC2=C(C(=O)O)C=C(C=N2)F)C=C1 (2-[(4-Chlorophenoxy)methyl]-5-fluoronicotinic acid), Cl.N[C@@H](C)C1=CC=C(C(=O)OC)C=C1 (Methyl 4-[(1S)-1-aminoethyl]benzoate hydrochloride). Product: ClC1=CC=C(OCC2=NC=C(C=C2C(=O)N[C@@H](C)C2=CC=C(C(=O)OC)C=C2)F)C=C1 (Methyl 4-{(1S)-1-[({2-[(4-Chlorophenoxy)methyl]-5-fluoropyridin-3-yl}carbonyl)amino]ethyl}benzoate). Reaction SMILES: [Cl:1][C:2]1[CH:19]=[CH:18][C:5]([O:6][CH2:7][C:8]2[N:16]=[CH:15][C:14]([F:17])=[CH:13][C:9]=2[C:10]([OH:12])=O)=[CH:4][CH:3]=1.Cl.[NH2:21][C@H:22]([C:24]1[CH:33]=[CH:32][C:27]([C:28]([O:30][CH3:31])=[O:29])=[CH:26][CH:25]=1)[CH3:23]>>[Cl:1][C:2]1[CH:3]=[CH:4][C:5]([O:6][CH2:7][C:8]2[C:9]([C:10]([NH:21][C@H:22]([C:24]3[CH:33]=[CH:32][C:27]([C:28]([O:30][CH3:31])=[O:29])=[CH:26][CH:25]=3)[CH3:23])=[O:12])=[CH:13][C:14]([F:17])=[CH:15][N:16]=2)=[CH:18][CH:19]=1 |f:1.2|. Reported procedure: The title compound was prepared according to the procedure described in step 6 of Example 1 from 2-[(4-chlorophenoxy)methyl]-5-fluoronicotinic acid (step 5) and methyl 4-[(1S)-1-aminoethyl]benzoate hydrochloride (step 5 of Example 1):